From a dataset of the Open Reaction Database (ORD), a public repository of structured organic reaction records. describe an organic reaction: reactants, conditions, products, and yield Reactants: [Mg] (magnesium), CN1CC2=CC=CC=C2C(C1)=O (2-methyl-2,3-dihydro-4(1H)-isoquinolone), II (iodine), ClC1=CC(=C(CBr)C=C1)F (4-chloro-2-fluorobenzylbromide). Run in CCOCC (ether), CCOCC (ether), CCOCC (ether), CCOCC (ether). The product is ClC1=CC(=C(CC2(CN(CC3=CC=CC=C23)C)O)C=C1)F (4-(4-Chloro-2-fluorobenzyl)-2-methyl-1,2,3,4-tetrahydro-4-isoquinolinol). The yield is 82.2%. As a reaction SMILES: [Mg].II.[Cl:4][C:5]1[CH:12]=[CH:11][C:8]([CH2:9]Br)=[C:7]([F:13])[CH:6]=1.[CH3:14][N:15]1[CH2:24][C:23](=[O:25])[C:22]2[C:17](=[CH:18][CH:19]=[CH:20][CH:21]=2)[CH2:16]1>CCOCC>[Cl:4][C:5]1[CH:12]=[CH:11][C:8]([CH2:9][C:23]2([OH:25])[C:22]3[C:17](=[CH:18][CH:19]=[CH:20][CH:21]=3)[CH2:16][N:15]([CH3:14])[CH2:24]2)=[C:7]([F:13])[CH:6]=1. Procedure: To a suspension of magnesium shavings (15.7 g) and a few crystals of iodine in anhydrous ether (200 ml) is slowly dropped 4-chloro-2-fluorobenzylbromide (146.0 g) in anhydrous ether (200 ml) at such a rate so as to maintain the ether reflux. After the addition is complete, the reaction mixture is heated under reflux for two hours. A solution of 2-methyl-2,3-dihydro-4(1H)-isoquinolone (70.2 g) in anhydrous ether (200 ml) is slowly added dropwise. After the addition is complete, the reaction mixtu... Procedure details: 2,7-dibromofluorene (5.0 g, 15.4 mmol) was dissolved in dried THF solution (30 mL). Sodium hydride (1.0 g, 40 mmol) was added to the THF solution at room temperature and refluxed for 5 hours. 1-Tosyloxy-3,6,9-trioxadecane (11.8 g, 37 mmol) in 20 mL of dry THF was added drop-wise to the refluxed solution. The mixture was allowed to refluxed over night, then cooled down, poured into distill water and extracted with chloroform (2×100 mL). The combined organic solutions were washed with saturated Na... Reaction SMILES: [Br:1][C:2]1[CH:14]=[CH:13][C:12]2[C:11]3[C:6](=[CH:7][C:8]([Br:15])=[CH:9][CH:10]=3)[CH2:5][C:4]=2[CH:3]=1.[H-].[Na+].S(O[CH2:29][CH2:30][O:31][CH2:32][CH2:33][O:34][CH2:35][CH2:36][O:37][CH3:38])(C1C=CC(C)=CC=1)(=O)=O>C1COCC1>[Br:1][C:2]1[CH:14]=[CH:13][C:12]2[C:11]3[C:6](=[CH:7][C:8]([Br:15])=[CH:9][CH:10]=3)[C:5]([CH2:29][CH2:30][O:31][CH2:32][CH2:33][O:34][CH2:35][CH2:36][O:37][CH3:38])([CH2:29][CH2:30][O:31][CH2:32][CH2:33][O:34][CH2:35][CH2:36][O:37][CH3:38])[C:4]=2[CH:3]=1 |f:1.2|. The product is BrC1=CC=2C(C3=CC(=CC=C3C2C=C1)Br)(CCOCCOCCOC)CCOCCOCCOC (2,7-dibromo-9,9-bis(3,6,9-trioxadecyl)fluorene). Yield: 60.0%. The solvent is C1CCOC1 (THF), C1CCOC1 (THF), C1CCOC1 (THF). The reactants are [H-].[Na+] (Sodium hydride), S(=O)(=O)(C1=CC=C(C)C=C1)OCCOCCOCCOC (1-Tosyloxy-3,6,9-trioxadecane), BrC1=CC=2CC3=CC(=CC=C3C2C=C1)Br (2,7-dibromofluorene).